This data is from the Open Reaction Database (ORD), a public repository of structured organic reaction records. The task is: describe an organic reaction: reactants, conditions, products, and yield Starting materials: [OH-].[NH4+] (ammonium hydroxide), NC=1SC2=C(C1C(=O)OCC)CCCC2 (Ethyl 2-amino-4,5,6,7-tetrahydro-1-benzothiophene-3-carboxylate), ClC1=C2C3=C(NC2=CC=C1)N=C(NC3=O)NC(C(C)(C)C)=O (N-(5-chloro-4-oxo-4,9-dihydro-3H-pyrimido[4,5-b]indol-2-yl)-2,2-dimethyl propanamide), O (water). Solvent: CS(=O)(=O)C (DMSO2). Conditions: temperature 150 celsius. Product: NC=1NC(C2=C(N1)SC1=C2CCCC1)=O (2-amino-5,6,7,8-tetrahydro[1]-benzothieno[2,3-d]pyrimidin-4(3H)-one). Isolated yield 59.7%. As a reaction SMILES: [NH2:1][C:2]1[S:3][C:4]2[CH2:15][CH2:14][CH2:13][CH2:12][C:5]=2[C:6]=1[C:7](OCC)=[O:8].ClC1C=CC=C2C=1C1C(=O)NC(NC(=O)C(C)(C)C)=[N:26][C:20]=1[NH:21]2.O.[OH-].[NH4+]>CS(C)(=O)=O>[NH2:21][C:20]1[NH:26][C:7](=[O:8])[C:6]2[C:5]3[CH2:12][CH2:13][CH2:14][CH2:15][C:4]=3[S:3][C:2]=2[N:1]=1 |f:3.4|. Reported procedure: To a 50 mL flask was added 4 (225 mg, 1 mmol), 9 (452 mg, 4 mmol) in DMSO2 (500 mg) was heated at 150° C. for 2 h. The mixture was cooled to room temperature. 15 mL water was added and ammonium hydroxide was used to neutralize the suspension. The brown solid was obtained by filtration, Washed with water and dried. The solid was dissolved in methanol and silica gel was added A dry silica gel plug obtained after evaporation. The plug was then loaded on the column and washed with 5% methanol in chl... Starting materials: CC(C)(C)OC(=O)N1CCC(C)(O)c2ccccc21, CCOC(C)=O, [H][H], O=S(=O)(O)O. Yields the product CC1CCN(C(=O)OC(C)(C)C)c2ccccc21. As a reaction SMILES: [C:1]([CH3:2])([CH3:3])([CH3:4])[O:5][C:6](=[O:7])[N:8]1[CH2:9][CH2:10][C:11]([CH3:18])([OH:19])[c:12]2[cH:13][cH:14][cH:15][cH:16][c:17]21.[CH3:27][CH2:28][O:29][C:30](=[O:31])[CH3:32].[H:20][H:21].[S:22](=[O:23])(=[O:24])([OH:25])[OH:26]>>[C:1]([CH3:2])([CH3:3])([CH3:4])[O:5][C:6](=[O:7])[N:8]1[CH2:9][CH2:10][CH:11]([CH3:18])[c:12]2[cH:13][cH:14][cH:15][cH:16][c:17]21. Reactants: C(C)(C)(C)OC(=O)N1N=C(C2=CC(=CC=C12)NS(=O)(=O)C1=CC(=CC=C1)F)C1=CC=CC=C1 (N-(N-tert-butoxycarbonyl-3-phenyl-1H-indazol-5-yl)-3-fluorobenzenesulfonamide), I[Si](C)(C)C (iodotrimethylsilane), N (ammonia). The solvent is C(Cl)(Cl)Cl (chloroform). Run at temperature 20 celsius, time 18 hour. Product: FC=1C=C(C=CC1)S(=O)(=O)NC=1C=C2C(=NNC2=CC1)C1=CC=CC=C1 (3-fluoro-N-(3-phenyl-1H-indazol-5-yl)benzenesulfonamide). The yield is 31.8%. As a reaction SMILES: C(OC([N:8]1[C:16]2[C:11](=[CH:12][C:13]([NH:17][S:18]([C:21]3[CH:26]=[CH:25][CH:24]=[C:23]([F:27])[CH:22]=3)(=[O:20])=[O:19])=[CH:14][CH:15]=2)[C:10]([C:28]2[CH:33]=[CH:32][CH:31]=[CH:30][CH:29]=2)=[N:9]1)=O)(C)(C)C.I[Si](C)(C)C.N>C(Cl)(Cl)Cl>[F:27][C:23]1[CH:22]=[C:21]([S:18]([NH:17][C:13]2[CH:12]=[C:11]3[C:16](=[CH:15][CH:14]=2)[NH:8][N:9]=[C:10]3[C:28]2[CH:29]=[CH:30][CH:31]=[CH:32][CH:33]=2)(=[O:20])=[O:19])[CH:26]=[CH:25][CH:24]=1. Reported procedure: 3-Fluoro-N-(3-phenyl-1H-indazol-5-yl)-benzenesulfonamide can be obtained in the following way: a solution of 0.4 g of N-(N-tert-butoxycarbonyl-3-phenyl-1H-indazol-5-yl)-3-fluorobenzenesulfonamide, of 3.5 ml of chloroform and of 0.127 ml of iodotrimethylsilane is maintained with stirring for 18 hours at a temperature in the region of 20° C. 10 ml of 5% aqueous ammonia are added to the reaction medium, which is extracted with 40 ml of dichloromethane. The organic phase is dried over magnesium sulf... The reactants are CC(C)(C)C(=O)Nc1c(F)cccc1Br, CN(C)C=O, [Li]CCCC, C1CCOC1. The product is CC(C)(C)C(=O)Nc1c(F)cccc1C=O. Reaction SMILES: [Br:1][c:2]1[c:3]([NH:9][C:10]([C:11]([CH3:12])([CH3:13])[CH3:14])=[O:15])[c:4]([F:8])[cH:5][cH:6][cH:7]1.[CH3:21][N:22]([CH:23]=[O:24])[CH3:25].[Li:16][CH2:17][CH2:18][CH2:19][CH3:20].[O:26]1[CH2:27][CH2:28][CH2:29][CH2:30]1>>[c:2]1([CH:23]=[O:24])[c:3]([NH:9][C:10]([C:11]([CH3:12])([CH3:13])[CH3:14])=[O:15])[c:4]([F:8])[cH:5][cH:6][cH:7]1. Starting materials: N1=CNC(=C1)CC(=O)O ((3H-imidazol-4-yl)-acetic acid), C(C1=CC=CC=C1)[C@H]1CN(CCN1)C1=CC(=C(C=C1)OC)OC(C)C (3(S)-benzyl-1-(3-isopropoxy-4-methoxy-phenyl)-piperazine), C(C1=CC=CC=C1)[C@H]1CN(CCN1)C1=CC(=C(C=C1)OC)OC(C)C (3(S)-benzyl-1-(3-isopropoxy-4-methoxy-phenyl)-piperazine). Yields the product C(C1=CC=CC=C1)[C@@H]1N(CCN(C1)C1=CC(=C(C=C1)OC)OC(C)C)C(CC1=CN=CN1)=O ((S)-1-(2-benzyl-4-(3-isopropoxy-4-methoxyphenyl)piperazin-1-yl)-2-(1H-imidazol-5-yl)ethanone). RXN SMILES: [N:1]1[CH:5]=[C:4]([CH2:6][C:7]([OH:9])=O)[NH:3][CH:2]=1.[CH2:10]([C@@H:17]1[NH:22][CH2:21][CH2:20][N:19]([C:23]2[CH:28]=[CH:27][C:26]([O:29][CH3:30])=[C:25]([O:31][CH:32]([CH3:34])[CH3:33])[CH:24]=2)[CH2:18]1)[C:11]1[CH:16]=[CH:15][CH:14]=[CH:13][CH:12]=1>>[CH2:10]([C@H:17]1[CH2:18][N:19]([C:23]2[CH:28]=[CH:27][C:26]([O:29][CH3:30])=[C:25]([O:31][CH:32]([CH3:34])[CH3:33])[CH:24]=2)[CH2:20][CH2:21][N:22]1[C:7](=[O:9])[CH2:6][C:4]1[NH:3][CH:2]=[N:1][CH:5]=1)[C:11]1[CH:12]=[CH:13][CH:14]=[CH:15][CH:16]=1. Reported procedure: Prepared by the method outlined for Example 189 using (3H-imidazol-4-yl)-acetic acid and 3(S)-benzyl-1-(3-(1-methylethoxy)-4-methoxy-phenyl)-piperazine (Example 9, Compound 97) as starting materials. Product as an oil. LC/MS (Method B) 2.52 min, [M+1]+ 449. Potency class A. Reactants: C1(CC1)C(CC(=O)C1=C(C(=C(C=C1)S(=O)(=O)C)OCCOC)Br)=O (3-cyclopropyl-1-[2-bromo-3-(2-methoxyethoxy)-4-methylsulphonylphenyl]propan-1,3-dione), C(C)OC(OCC)OCC (triethylorthoformate). Solvent: C(C)(=O)OC(C)=O (acetic anhydride). The product is C1(CC1)C(C(C(=O)C1=C(C(=C(C=C1)S(=O)(=O)C)OCCOC)Br)=COCC)=O (3-cyclopropyl-1-[2-bromo-3-(2-methoxyethoxy)-4-methylsulphonylphenyl]-2-ethoxymethylenepropan-1,3-dione). Yield: 100.0%. As a reaction SMILES: [CH:1]1([C:4](=[O:24])[CH2:5][C:6]([C:8]2[CH:13]=[CH:12][C:11]([S:14]([CH3:17])(=[O:16])=[O:15])=[C:10]([O:18][CH2:19][CH2:20][O:21][CH3:22])[C:9]=2[Br:23])=[O:7])[CH2:3][CH2:2]1.[CH2:25]([O:27][CH:28](OCC)OCC)[CH3:26]>C(OC(=O)C)(=O)C>[CH:1]1([C:4](=[O:24])[C:5](=[CH:28][O:27][CH2:25][CH3:26])[C:6]([C:8]2[CH:13]=[CH:12][C:11]([S:14]([CH3:17])(=[O:16])=[O:15])=[C:10]([O:18][CH2:19][CH2:20][O:21][CH3:22])[C:9]=2[Br:23])=[O:7])[CH2:3][CH2:2]1. Procedure details: A mixture of 3-cyclopropyl-1-[2-bromo-3-(2-methoxyethoxy)-4-methylsulphonylphenyl]propan-1,3-dione (7.5 g) and triethylorthoformate (10.3 g) in acetic anhydride was stirred and heated at reflux for 3 hours. It was evaporated to dryness and the residue was treated with xylene and re-evaporated to give crude 3-cyclopropyl-1-[2-bromo-3-(2-methoxyethoxy)-4-methylsulphonylphenyl]-2-ethoxymethylenepropan-1,3-dione (8.5 g) as a dark brown oil which was not purified further. The reactants are C(C)(C)(C)C1=CC(=NO1)NC(C(CCC)N)=O (2-amino-pentanoic acid (5-tert-butyl-isoxazol-3-yl)-amide), N-t-BOC, Cl (HCl). The product is NC(C(=O)NC1=NOC(=C1)C(C)(C)C)CC (2-Amino-N-(5-tert-butyl-isoxazol-3-yl)-butyramide). As a reaction SMILES: [C:1]([C:5]1[O:9][N:8]=[C:7]([NH:10][C:11](=[O:17])[CH:12]([NH2:16])[CH2:13][CH2:14]C)[CH:6]=1)([CH3:4])([CH3:3])[CH3:2].Cl>>[NH2:16][CH:12]([CH2:13][CH3:14])[C:11]([NH:10][C:7]1[CH:6]=[C:5]([C:1]([CH3:3])([CH3:2])[CH3:4])[O:9][N:8]=1)=[O:17]. Reported procedure: Prepared by methods analogous to those used in the preparation of 2-amino-pentanoic acid (5-tert-butyl-isoxazol-3-yl)-amide starting with the corresponding N-t-BOC analogs and HCl(g) in an appropriate solvent.